From a dataset of the Open Reaction Database (ORD), a public repository of structured organic reaction records. describe an organic reaction: reactants, conditions, products, and yield Reaction SMILES: [Cl:1][C:2]1[CH:7]=[C:6]([C:8]2[C:17]3[C:12](=[CH:13][C:14]([O:21][CH2:22][CH3:23])=[C:15]([O:18][CH2:19][CH3:20])[CH:16]=3)[CH:11]=[C:10]([C:24](O)=[O:25])[CH:9]=2)[CH:5]=[CH:4][N:3]=1.CO.[OH-].[Na+]>O1CCCC1>[Cl:1][C:2]1[CH:7]=[C:6]([C:8]2[C:17]3[C:12](=[CH:13][C:14]([O:21][CH2:22][CH3:23])=[C:15]([O:18][CH2:19][CH3:20])[CH:16]=3)[CH:11]=[C:10]([CH2:24][OH:25])[CH:9]=2)[CH:5]=[CH:4][N:3]=1 |f:2.3|. Conditions: temperature 50 celsius, time 1 hour. Product: ClC1=NC=CC(=C1)C1=CC(=CC2=CC(=C(C=C12)OCC)OCC)CO (1-(2-chloro-4-pyridyl)-3-hydroxymethyl-6,7-diethoxynaphthalene). Reported procedure: To a suspension of 1-(2-chloro-4-pyridyl)-3-carboxy-6,7-diethoxynaphthalene in tetrahydrofuran (50 ml) is added dropwise a solution of 70% sodium aluminum bis(2-methoxyethoxy) hydride (70% toluene solution, 29.4 ml) in tetrahydrofuran (50 ml) at a temperature below 5° C. under nitrogen atmosphere, and the mixture is reacted at the same temperature for one hour. After the reaction is complete, to the mixture is added methanol (12 ml), and further thereto is added a 6.25 M aqueous sodium hydroxide... The reactants are sodium aluminum bis(2-methoxyethoxy) hydride, [OH-].[Na+] (sodium hydroxide), ClC1=NC=CC(=C1)C1=CC(=CC2=CC(=C(C=C12)OCC)OCC)C(=O)O (1-(2-chloro-4-pyridyl)-3-carboxy-6,7-diethoxynaphthalene), CO (methanol). The solvent is O1CCCC1 (tetrahydrofuran), O1CCCC1 (tetrahydrofuran). Reactants: C(CCC)C=1N(C(=CN1)C=O)CC1=C(C=C(C(=O)OC)C=C1)Cl (Methyl 4-[(2-butyl-5-formyl-1H-imidazol-1-yl)methyl]-3-chlorobenzoate), C(CCC)N1C(NC(C1P(OCC)(OCC)=O)=O)=O (diethyl 3-butyl-2,5-dioxo-4-imidazolylphosphonate), [Cl-].[Li+] (lithium chloride), C1CCC2=NCCCN2CC1 (DBU). The solvent is C(C)#N (acetonitrile), C(C)#N (acetonitrile). Run at time 5 minute. Product: C(CCC)C=1N(C(=CN1)\C=C\1/N(C(NC1=O)=O)CCCC)CC1=C(C=C(C(=O)OC)C=C1)Cl (Methyl Z-4-[[2-butyl-5-[(3-butyl-2,5-dioxo-4-imidazolidinylidene)methyl]-1H-imidazol-1-yl]methyl]-3-chlorobenzoate). RXN SMILES: [CH2:1]([N:5]1[CH:9](P(=O)(OCC)OCC)[C:8](=[O:18])[NH:7][C:6]1=[O:19])[CH2:2][CH2:3][CH3:4].[Cl-].[Li+].C1CCN2C(=NCCC2)CC1.[CH2:33]([C:37]1[N:38]([CH2:44][C:45]2[CH:54]=[CH:53][C:48]([C:49]([O:51][CH3:52])=[O:50])=[CH:47][C:46]=2[Cl:55])[C:39]([CH:42]=O)=[CH:40][N:41]=1)[CH2:34][CH2:35][CH3:36]>C(#N)C>[CH2:33]([C:37]1[N:38]([CH2:44][C:45]2[CH:54]=[CH:53][C:48]([C:49]([O:51][CH3:52])=[O:50])=[CH:47][C:46]=2[Cl:55])[C:39](/[CH:42]=[C:9]2\[N:5]([CH2:1][CH2:2][CH2:3][CH3:4])[C:6](=[O:19])[NH:7][C:8]\2=[O:18])=[CH:40][N:41]=1)[CH2:34][CH2:35][CH3:36] |f:1.2|. Procedure details: To a solution of diethyl 3-butyl-2,5-dioxo-4-imidazolylphosphonate (0.49 g, 1.72 mmol) in acetonitrile (5 mL) was added lithium chloride (0.15 g, 3.47 mmol) and then DBU (0.52 mL, 3.47 mmol). This mixture was stirred for 5 minutes under N2. Methyl 4-[(2-butyl-5-formyl-1H-imidazol-1-yl)methyl]-3-chlorobenzoate (0.48 g, 1.43 mmol) in acetonitrile (5 mL) was added and the mixture stirred for 4 days. The solvent was removed in vacuo and the isomers separated by chromatography eluting with (1-5)% met... Starting materials: ClC1=NC=2N(C(=C1C=1SC=CC1C)NC(C(C)C)C)N=CC2C(=O)N (5-chloro-7-(1,2-dimethylpropylamino)-6-(3-methylthiophen-2-yl)pyrazolo-[1,5-α]pyrimidine-3-carboxamide), C(C)OC(CCl)OCC (chloroacetaldehyde diethyl acetal). The solvent is C(C)O (ethanol). Run at temperature 120 celsius, time 3 hour. Product: ClC1=NC=2N(C(=C1C=1SC=CC1C)NC(C(C)C)C)N=CC2C=2OC=CN2 ([5-Chloro-6-(3-methylthiophen-2-yl)-3-oxazol-2-ylpyrazolo[1,5-α]pyrimidin-7-yl](1,2-dimethyl-propyl)amine). Reaction SMILES: [Cl:1][C:2]1[C:7]([C:8]2[S:9][CH:10]=[CH:11][C:12]=2[CH3:13])=[C:6]([NH:14][CH:15]([CH3:19])[CH:16]([CH3:18])[CH3:17])[N:5]2[N:20]=[CH:21][C:22]([C:23]([NH2:25])=[O:24])=[C:4]2[N:3]=1.[CH2:26](OC(OCC)CCl)[CH3:27]>C(O)C>[Cl:1][C:2]1[C:7]([C:8]2[S:9][CH:10]=[CH:11][C:12]=2[CH3:13])=[C:6]([NH:14][CH:15]([CH3:19])[CH:16]([CH3:18])[CH3:17])[N:5]2[N:20]=[CH:21][C:22]([C:23]3[O:24][CH:26]=[CH:27][N:25]=3)=[C:4]2[N:3]=1. Procedure: 0.95 g (2.5 mmol) of 5-chloro-7-(1,2-dimethylpropylamino)-6-(3-methylthiophen-2-yl)pyrazolo-[1,5-α]pyrimidine-3-carboxamide was dissolved in 25 ml of ethanol, and 1.0 g (6.5 mmol) of chloroacetaldehyde diethyl acetal was added. The mixture was stirred for 3 hours at 120° C. and 15 bar in a microwave oven (200 W). The reaction mixture was then concentrated under reduced pressure, and the residue that remained was chromatographed on silica gel using a mixture of cyclohexane:ethyl acetate=1:1. This... Starting materials: P(Cl)(Cl)Cl (phosphorus trichloride), NC1=NNC(=C1C1=CC=NC=C1)C1=CC=C(C=C1)F (3-amino-5-(4-fluorophenyl)-4-(4-pyridyl)pyrazole), ClC1=C(C=CC=C1)CC(=O)O (2-chlorophenylacetic acid). The solvent is N1=CC=CC=C1 (pyridine). Yields the product ClC(C(=O)NC1=NNC(=C1C1=CC=NC=C1)C1=CC=C(C=C1)F)C1=CC=CC=C1 (3-(2-chlorophenylacetylamino)-5-(4-fluorophenyl)-4-(4-pyridyl)pyrazole). The yield is 42.1%. RXN SMILES: [NH2:1][C:2]1[C:6]([C:7]2[CH:12]=[CH:11][N:10]=[CH:9][CH:8]=2)=[C:5]([C:13]2[CH:18]=[CH:17][C:16]([F:19])=[CH:15][CH:14]=2)[NH:4][N:3]=1.P(Cl)(Cl)[Cl:21].Cl[C:25]1[CH:30]=[CH:29][CH:28]=[CH:27][C:26]=1[CH2:31][C:32]([OH:34])=O>N1C=CC=CC=1>[Cl:21][CH:31]([C:26]1[CH:27]=[CH:28][CH:29]=[CH:30][CH:25]=1)[C:32]([NH:1][C:2]1[C:6]([C:7]2[CH:12]=[CH:11][N:10]=[CH:9][CH:8]=2)=[C:5]([C:13]2[CH:18]=[CH:17][C:16]([F:19])=[CH:15][CH:14]=2)[NH:4][N:3]=1)=[O:34]. Procedure: 150 mg of 3-amino-5-(4-fluorophenyl)-4-(4-pyridyl)pyrazole was dispersed in 6 ml of pyridine. While this dispersion was being cooled on a salt-ice bath, 122 mg of phosphorus trichloride was added thereto with stirring. After the resulting mixture was stirred at the same temperature for 25 minutes, 335 mg of 2-chlorophenylacetic acid was added thereto, followed by stirring at room temperature for 20 hours. After the pyridine was distilled off under reduced pressure, the residue was extracted with...